This data is from the Open Reaction Database (ORD), a public repository of structured organic reaction records. The task is: describe an organic reaction: reactants, conditions, products, and yield Reactants: [Na+], [OH-], O, O=S(=O)(O)C(F)(F)F. The product is [Na+], O=S(=O)([O-])C(F)(F)F. As a reaction SMILES: [Na+:10].[OH-:9].[OH2:11].[OH:1][S:2](=[O:3])(=[O:4])[C:5]([F:6])([F:7])[F:8]>>[Na+:10].[O:1]=[S:2](=[O:3])([O-:4])[C:5]([F:6])([F:7])[F:8].